From a dataset of the Open Reaction Database (ORD), a public repository of structured organic reaction records. describe an organic reaction: reactants, conditions, products, and yield Starting materials: ClC1=NC=C(C2=CC(=CC=C12)S(=O)(=O)N(C1=NC=NC=C1)CC1=CC=C(C=C1)OC)F (1-chloro-4-fluoro-N-(4-methoxybenzyl)-N-(pyrimidin-4-yl)isoquinoline-6-sulfonamide), ClC1=CC(=C(C=C1)B(O)O)OC ((4-chloro-2-methoxyphenyl)boronic acid). As a reaction SMILES: Cl[C:2]1[C:11]2[C:6](=[CH:7][C:8]([S:12]([N:15](CC3C=CC(OC)=CC=3)[C:16]3[CH:21]=[CH:20][N:19]=[CH:18][N:17]=3)(=[O:14])=[O:13])=[CH:9][CH:10]=2)[C:5]([F:31])=[CH:4][N:3]=1.[Cl:32][C:33]1[CH:38]=[CH:37][C:36](B(O)O)=[C:35]([O:42][CH3:43])[CH:34]=1>>[Cl:32][C:33]1[CH:38]=[CH:37][C:36]([C:2]2[C:11]3[C:6](=[CH:7][C:8]([S:12]([NH:15][C:16]4[CH:21]=[CH:20][N:19]=[CH:18][N:17]=4)(=[O:13])=[O:14])=[CH:9][CH:10]=3)[C:5]([F:31])=[CH:4][N:3]=2)=[C:35]([O:42][CH3:43])[CH:34]=1. The product is ClC1=CC(=C(C=C1)C1=NC=C(C2=CC(=CC=C12)S(=O)(=O)NC1=NC=NC=C1)F)OC (1-(4-chloro-2-methoxyphenyl)-4-fluoro-N-(pyrimidin-4-yl)isoquinoline-6-sulfonamide). Reported procedure: Example 217 was synthesized in a similar manner to Example 212, except that 1-chloro-4-fluoro-N-(4-methoxybenzyl)-N-(pyrimidin-4-yl)isoquinoline-6-sulfonamide (Intermediate QQQ) and (4-chloro-2-methoxyphenyl)boronic acid were used as the coupling partners. The final compound was purified via column chromatography (12 g silica gel column, gradient elution 25 to 100% EtOAc:Heptane) to afford 1-(4-chloro-2-methoxyphenyl)-4-fluoro-N-(pyrimidin-4-yl)isoquinoline-6-sulfonamide as a white solid. 1H NMR... Yields the product Cc1cc(Cl)ncc1[N+](=O)[O-]. Reactants: CN(C)C=O, Cc1cc(=O)[nH]cc1[N+](=O)[O-], O=S(Cl)Cl. Reaction SMILES: [CH3:16][N:17]([CH3:18])[CH:19]=[O:20].[CH3:1][c:2]1[cH:3][c:4](=[O:11])[nH:5][cH:6][c:7]1[N+:8](=[O:9])[O-:10].[S:12]([Cl:13])([Cl:14])=[O:15]>>[CH3:1][c:2]1[cH:3][c:4]([Cl:14])[n:5][cH:6][c:7]1[N+:8](=[O:9])[O-:10].